This data is from the Open Reaction Database (ORD), a public repository of structured organic reaction records. The task is: describe an organic reaction: reactants, conditions, products, and yield Reported procedure: To a solution (7 ml) of 4-bromo-2-fluoro-N-{2-[4-(1-pyrrolidinylmethyl)phenyl]propyl}benzamide (300 mg, 0.715 mmol) obtained in Example 5, 4-chlorophenylboronic acid (224 mg, 1.43 mmol) and 2N aqueous sodium carbonate solution (0.715 ml) in tetrahydrofuran was added tetrakistriphenylphosphine palladium (24.8 mg, 21.5 mmol) under a nitrogen atmosphere. This was stirred at 90° C. for 16 hrs, and allowed to cool to room temperature. Ethyl acetate was added to the reaction mixture, and the mixture w... Reaction SMILES: Br[C:2]1[CH:25]=[CH:24][C:5]([C:6]([NH:8][CH2:9][CH:10]([C:12]2[CH:17]=[CH:16][C:15]([CH2:18][N:19]3[CH2:23][CH2:22][CH2:21][CH2:20]3)=[CH:14][CH:13]=2)[CH3:11])=[O:7])=[C:4]([F:26])[CH:3]=1.[Cl:27][C:28]1[CH:33]=[CH:32][C:31](B(O)O)=[CH:30][CH:29]=1.C(=O)([O-])[O-].[Na+].[Na+].C(OCC)(=O)C>O1CCCC1>[Cl:27][C:28]1[CH:33]=[CH:32][C:31]([C:2]2[CH:25]=[CH:24][C:5]([C:6]([NH:8][CH2:9][CH:10]([C:12]3[CH:17]=[CH:16][C:15]([CH2:18][N:19]4[CH2:23][CH2:22][CH2:21][CH2:20]4)=[CH:14][CH:13]=3)[CH3:11])=[O:7])=[C:4]([F:26])[CH:3]=2)=[CH:30][CH:29]=1 |f:2.3.4|. Run at temperature 90 celsius, time 16 hour. Product: ClC1=CC=C(C=C1)C1=CC(=C(C=C1)C(=O)NCC(C)C1=CC=C(C=C1)CN1CCCC1)F (4′-chloro-3-fluoro-N-{2-[4-(1-pyrrolidinylmethyl)phenyl]propyl}[1,1′-biphenyl]-4-carboxamide). Isolated yield 44.0%. Solvent: O1CCCC1 (tetrahydrofuran). Starting materials: C(C)(=O)OCC (Ethyl acetate), BrC1=CC(=C(C(=O)NCC(C)C2=CC=C(C=C2)CN2CCCC2)C=C1)F (4-bromo-2-fluoro-N-{2-[4-(1-pyrrolidinylmethyl)phenyl]propyl}benzamide), ClC1=CC=C(C=C1)B(O)O (4-chlorophenylboronic acid), C([O-])([O-])=O.[Na+].[Na+] (sodium carbonate), tetrakistriphenylphosphine palladium. Starting materials: COc1ccc(P2(=S)SP(=S)(c3ccc(OC)cc3)S2)cc1, Cc1ccccc1, ClC(Cl)Cl, CC(C)[Si](OCc1nonc1C(=O)Nc1ccc(F)c(Cl)c1)(C(C)C)C(C)C. Product: CC(C)[Si](OCc1nonc1C(=S)Nc1ccc(F)c(Cl)c1)(C(C)C)C(C)C. As a reaction SMILES: [CH3:29][O:30][c:31]1[cH:32][cH:33][c:34]([P:35]2(=[S:36])[S:37][P:39]([c:40]3[cH:41][cH:42][c:43]([O:44][CH3:45])[cH:46][cH:47]3)(=[S:48])[S:38]2)[cH:49][cH:50]1.[CH3:51][c:52]1[cH:53][cH:54][cH:55][cH:56][cH:57]1.[CH:58]([Cl:59])([Cl:60])[Cl:61].[Cl:1][c:2]1[cH:3][c:4]([NH:9][C:10](=[O:11])[c:12]2[n:13][o:14][n:15][c:16]2[CH2:17][O:18][Si:19]([CH:20]([CH3:21])[CH3:22])([CH:23]([CH3:24])[CH3:25])[CH:26]([CH3:27])[CH3:28])[cH:5][cH:6][c:7]1[F:8]>>[Cl:1][c:2]1[cH:3][c:4]([NH:9][C:10]([c:12]2[n:13][o:14][n:15][c:16]2[CH2:17][O:18][Si:19]([CH:20]([CH3:21])[CH3:22])([CH:23]([CH3:24])[CH3:25])[CH:26]([CH3:27])[CH3:28])=[S:38])[cH:5][cH:6][c:7]1[F:8]. The reactants are [OH-] (hydroxide), solid, ClC1=C2C(C(=NN(C2=CC=C1)C1=CC=C(C=C1)Cl)C(=O)OC)=O (methyl 5-chloro-1-(4'-chlorophenyl)-1,4-dihydro-4-oxo-cinnoline-3-carboxylate), COC(C)O (methoxyethanol), Cl (hydrochloric acid). Reaction SMILES: [OH-:1].Cl[C:3]1[CH:12]=[CH:11][CH:10]=[C:9]2[C:4]=1[C:5](=[O:24])[C:6]([C:20]([O:22]C)=[O:21])=[N:7][N:8]2[C:13]1[CH:18]=[CH:17][C:16](Cl)=[CH:15][CH:14]=1.[ClH:25].[CH3:26][O:27][CH:28](O)[CH3:29]>>[Cl:25][C:12]1[CH:3]=[CH:4][C:9]([N:8]2[C:13]3[C:18](=[C:17]([O:1][CH2:29][CH2:28][O:27][CH3:26])[CH:16]=[CH:15][CH:14]=3)[C:5](=[O:24])[C:6]([C:20]([OH:22])=[O:21])=[N:7]2)=[CH:10][CH:11]=1. Yield: 98.0%. Reported procedure: A solution of 255 g of potassiam hydroxide (3.9 moles, pellets, 85+%) in 3.2 l of methoxyethanol was stirred at 45° C. as 450 g of solid methyl phenylcinnoline-carboxylate (1.29 moles) from step 3 was added in portions. The reaction vessel was fitted with a distillation head and placed under reduced pressure (approx. 40 mmHg). The reaction was heated at 50° C. for 1 hr., then at 65° C. for 1 hr. to distill off methanol and some methoxyethanol (total volume removed 280 ml). The distillation head ... Product: ClC1=CC=C(C=C1)N1N=C(C(C2=C(C=CC=C12)OCCOC)=O)C(=O)O (1-(4'-chlorophenyl)-1,4-dihydro-5-methoxyethoxy-4-oxo-cinnoline-3-carboxylic acid). Conditions: temperature 50 celsius, time 1 hour.